describe an organic reaction: reactants, conditions, products, and yield From a dataset of the Open Reaction Database (ORD), a public repository of structured organic reaction records. RXN SMILES: [CH2:1]([CH3:2])[O:3][C:4](=[O:5])[c:6]1[cH:7][cH:8][cH:9][c:10]2[c:16]1[N:15]1[C:14](=[CH:13][c:12]3[c:11]-2[n:24][cH:23][n:22][cH:21]3)[C:19]([CH3:20])=[N:18][CH2:17]1.[CH3:29][CH2:30][OH:31].[ClH:28].[Na+:26].[OH-:25].[OH2:27]>>[O:3]=[C:4]([OH:5])[c:6]1[cH:7][cH:8][cH:9][c:10]2[c:16]1[N:15]1[C:14](=[CH:13][c:12]3[c:11]-2[n:24][cH:23][n:22][cH:21]3)[C:19]([CH3:20])=[N:18][CH2:17]1. Starting materials: CCOC(=O)c1cccc2c1N1CN=C(C)C1=Cc1cncnc1-2, CCO, Cl, [Na+], [OH-], O. Yields the product CC1=NCN2C1=Cc1cncnc1-c1cccc(C(=O)O)c12. Starting materials: NC1=C(C(=O)OC)C=C(C=C1I)C(F)(F)F (Methyl 2-amino-3-iodo-5-(trifluoromethyl)benzoate), NC1=C(C(=O)OC)C=C(C=C1)OC(F)(F)F (methyl 2-amino-5-(trifluoromethoxy)benzoate). Product: NC1=C(C(=O)OC)C=C(C=C1I)OC(F)(F)F (Methyl 2-amino-3-iodo-5-(trifluoromethoxy)benzoate), solid. The yield is 82.0%. As a reaction SMILES: [NH2:1][C:2]1[C:11]([I:12])=[CH:10][C:9](C(F)(F)F)=[CH:8][C:3]=1[C:4]([O:6][CH3:7])=[O:5].NC1C=CC([O:28][C:29]([F:32])([F:31])[F:30])=CC=1C(OC)=O>>[NH2:1][C:2]1[C:11]([I:12])=[CH:10][C:9]([O:28][C:29]([F:32])([F:31])[F:30])=[CH:8][C:3]=1[C:4]([O:6][CH3:7])=[O:5]. Procedure details: The title compound was prepared as in the method of compound 2 from methyl 2-amino-5-(trifluoromethoxy)benzoate to give a white solid (0.67 g, 82%). The reactants are C(CCCCCCCCCCC)[Mg]Br (Dodecylmagnesium bromide), C[Si](C=1OC=CC1C=O)(C)C (2-trimethylsilyl-3-furaldehyde), C(C)(=O)OC(C)=O (acetic anhydride), solution. Solvent: O1CCCC1 (tetrahydrofuran), O1CCCC1 (tetrahydrofuran). Run at time 14 hour. The product is C(C)(=O)OC(CCCCCCCCCCCC)C1=C(OC=C1)[Si](C)(C)C (3-(1-Acetoxytridecyl)-2-trimethylsilylfuran). Reaction SMILES: [CH2:1]([Mg]Br)[CH2:2][CH2:3][CH2:4][CH2:5][CH2:6][CH2:7][CH2:8][CH2:9][CH2:10][CH2:11][CH3:12].[CH3:15][Si:16]([CH3:25])([CH3:24])[C:17]1[O:18][CH:19]=[CH:20][C:21]=1[CH:22]=[O:23].[C:26](OC(=O)C)(=[O:28])[CH3:27]>O1CCCC1>[C:26]([O:23][CH:22]([C:21]1[CH:20]=[CH:19][O:18][C:17]=1[Si:16]([CH3:25])([CH3:24])[CH3:15])[CH2:1][CH2:2][CH2:3][CH2:4][CH2:5][CH2:6][CH2:7][CH2:8][CH2:9][CH2:10][CH2:11][CH3:12])(=[O:28])[CH3:27]. Procedure: Dodecylmagnesium bromide (a 1.0M solution in tetrahydrofuran; 14.3 ml; 14.3 mmol) was added to a solution 2-trimethylsilyl-3-furaldehyde (1.20 g, 7.1 mmol) in tetrahydrofuran (20 ml). When all the aldehyde was consumed, as monitored by tlc, acetic anhydride (2.02 ml, 21.4 mmol) was added. Stirring was continued at room temperature for 14 hours. The mixture was quenched with water and was extracted with ethyl ether. Evaporation of the dried (magnesium sulfate) extracts gave an oil, which was puri...